Dataset: the Open Reaction Database (ORD), a public repository of structured organic reaction records. Task: describe an organic reaction: reactants, conditions, products, and yield Starting materials: CC(C)N(CCN1C(=O)C(=O)c2cc(Br)ccc21)C(C)C, Cl, NNC(N)=O. The product is CC(C)N(CCN1C(=O)C(=NNC(N)=O)c2cc(Br)ccc21)C(C)C. RXN SMILES: [Br:1][c:2]1[cH:3][c:4]2[c:8]([cH:9][cH:10]1)[N:7]([CH2:11][CH2:12][N:13]([CH:14]([CH3:15])[CH3:16])[CH:17]([CH3:18])[CH3:19])[C:6](=[O:20])[C:5]2=[O:21].[ClH:22].[NH2:23][NH:24][C:25](=[O:26])[NH2:27]>>[Br:1][c:2]1[cH:3][c:4]2[c:8]([cH:9][cH:10]1)[N:7]([CH2:11][CH2:12][N:13]([CH:14]([CH3:15])[CH3:16])[CH:17]([CH3:18])[CH3:19])[C:6](=[O:20])[C:5]2=[N:23][NH:24][C:25](=[O:26])[NH2:27]. Reactants: COC(CC1=CC(=C(C(=C1)C)OC=1N=NC(=C(C1)C(C)C)Cl)C)=O ([4-(6-Chloro-5-isopropyl-pyridazin-3-yloxy)-3,5-dimethyl-phenyl]-acetic acid methyl ester), [OH-].[Na+] (sodium hydroxide). Run in CO (methanol). Run at time 24 hour. Product: ClC1=C(C=C(N=N1)OC1=C(C=C(C=C1C)CC(=O)O)C)C(C)C ([4-(6-Chloro-5-isopropyl-pyridazin-3-yloxy)-3,5-dimethyl-phenyl]-acetic acid). RXN SMILES: C[O:2][C:3](=[O:24])[CH2:4][C:5]1[CH:10]=[C:9]([CH3:11])[C:8]([O:12][C:13]2[N:14]=[N:15][C:16]([Cl:22])=[C:17]([CH:19]([CH3:21])[CH3:20])[CH:18]=2)=[C:7]([CH3:23])[CH:6]=1.[OH-].[Na+]>CO>[Cl:22][C:16]1[N:15]=[N:14][C:13]([O:12][C:8]2[C:9]([CH3:11])=[CH:10][C:5]([CH2:4][C:3]([OH:24])=[O:2])=[CH:6][C:7]=2[CH3:23])=[CH:18][C:17]=1[CH:19]([CH3:21])[CH3:20] |f:1.2|. Procedure details: A solution of [4-(6-chloro-5-isopropyl-pyridazin-3-yloxy)-3,5-dimethyl-phenyl]-acetic acid methyl ester (8a) (1.66 g, 4.75 mmol, contains a minor amount of isomer) in methanol (50 mL) at room temperature was treated dropwise with a 1N aqueous sodium hydroxide solution (9.5 mL, 9.50 mmol). The reaction was stirred at room temperature for 24 h. At this time, the reaction mixture was concentrated under vacuum. The resulting solid was diluted with water (200 mL) and extracted with ethyl acetate (200... Starting materials: CC(COC1=CC=C(C=C1)[C@H](C=O)NC(OC(C)(C)C)=O)CCC (t-butyl (1R)-1-(4-(2-methylpentyloxy)phenyl)-2-oxoethylcarbamate), CN1CCNCC1 (1-methylpiperazine), CN1CCNCC1 (1-methylpiperazine), C(C)(=O)O[BH-](OC(C)=O)OC(C)=O.[Na+] (sodium triacetoxyborohydride), C(C)(=O)O[BH-](OC(C)=O)OC(C)=O.[Na+] (sodium triacetoxyborohydride), C(=O)(O)[O-].[Na+] (NaHCO3). The solvent is ClC(C)Cl (dichloroethane). Reaction conditions: time 3 hour. Product: CC(COC1=CC=C(C=C1)[C@H](CN1CCN(CC1)C)NC(OC(C)(C)C)=O)CCC (t-Butyl (1R)-1-(4-(2-methylpentyloxy)phenyl)-2-(4-methylpiperazin-1-yl)ethylcarbamate). Reaction SMILES: [CH3:1][CH:2]([CH2:22][CH2:23][CH3:24])[CH2:3][O:4][C:5]1[CH:10]=[CH:9][C:8]([C@@H:11]([NH:14][C:15](=[O:21])[O:16][C:17]([CH3:20])([CH3:19])[CH3:18])[CH:12]=O)=[CH:7][CH:6]=1.[CH3:25][N:26]1[CH2:31][CH2:30][NH:29][CH2:28][CH2:27]1.C(O[BH-](OC(=O)C)OC(=O)C)(=O)C.[Na+].C([O-])(O)=O.[Na+]>ClC(Cl)C>[CH3:1][CH:2]([CH2:22][CH2:23][CH3:24])[CH2:3][O:4][C:5]1[CH:10]=[CH:9][C:8]([C@@H:11]([NH:14][C:15](=[O:21])[O:16][C:17]([CH3:20])([CH3:19])[CH3:18])[CH2:12][N:29]2[CH2:30][CH2:31][N:26]([CH3:25])[CH2:27][CH2:28]2)=[CH:7][CH:6]=1 |f:2.3,4.5|. Reported procedure: To a solution of t-butyl (1R)-1-(4-(2-methylpentyloxy)phenyl)-2-oxoethylcarbamate (80 mg, 0.238 mmol) in dichloroethane (1 mL) was added 1-methylpiperazine (0.032 mL, 0.286 mmol) followed by sodium triacetoxyborohydride (70.8 mg, 0.334 mmol). The mixture was stirred at room temperature for 3 h. Additional 1-methylpiperazine (0.064 mL, 0.572 mmol) and sodium triacetoxyborohydride (71 mg, 0.334 mmol) were added and the mixture was stirred at room temperature for 1 h. The reaction mixture was trans... Starting materials: [N+](=O)([O-])C=1C=C(C=CC1N1CCN(CC1)C1=NC=CC=N1)C=1C(CC(NN1)=O)C (6-[3-nitro-4[4-(2-pyrimidyl)-piperazin-1-yl]-phenyl]-4,5-dihydro-5-methyl-3(2H)-pyridazinone), C (charcoal). The reagents and catalysts are [Pd] (palladium). Run in CO (methanol). The product is NC=1C=C(C=CC1N1CCN(CC1)C1=NC=CC=N1)C=1C(CC(NN1)=O)C (6-[3-amino-4-[4-(2-pyrimidyl)-piperazin-1-yl]phenyl]-4,5-dihydro-5-methyl-3(2H)-pyridazinone). The yield is 30.4%. RXN SMILES: [N+:1]([C:4]1[CH:5]=[C:6]([C:22]2[CH:23]([CH3:29])[CH2:24][C:25](=[O:28])[NH:26][N:27]=2)[CH:7]=[CH:8][C:9]=1[N:10]1[CH2:15][CH2:14][N:13]([C:16]2[N:21]=[CH:20][CH:19]=[CH:18][N:17]=2)[CH2:12][CH2:11]1)([O-])=O.C>CO.[Pd]>[NH2:1][C:4]1[CH:5]=[C:6]([C:22]2[CH:23]([CH3:29])[CH2:24][C:25](=[O:28])[NH:26][N:27]=2)[CH:7]=[CH:8][C:9]=1[N:10]1[CH2:15][CH2:14][N:13]([C:16]2[N:17]=[CH:18][CH:19]=[CH:20][N:21]=2)[CH2:12][CH2:11]1. Procedure details: 2.5 g (6.3 mmol) of 6-[3-nitro-4[4-(2-pyrimidyl)-piperazin-1-yl]-phenyl]-4,5-dihydro-5-methyl-3(2H)-pyridazinone in 130 ml of methanol are hydrogenated under a hydrogen pressure of 5 bar in the presence of 0.3 g of palladium on active charcoal (10% Pd) at 50° C. for 3 hours. After removal of the catalyst by suction filtration, the filtrate is highly concentrated by evaporation under vacuum and the residue obtained is chromatographed on silica gel, using dichloromethane/methanol (95:5) as solvent... Reactants: C(CCC)C=1N(C(=CN1)CO)CC1=C(C=CC=C1)Cl (2-n-butyl-1-(2-chlorophenyl)methyl-5-hydroxymethyl-1H-imidazole), ClN1C(CCC1=O)=O (N-chlorosuccinimide), ClN1C(CCC1=O)=O (NCS). Solvent: O1CCCC1 (tetrahydrofuran). Reaction conditions: temperature 45 celsius, time 3 hour. The product is C(CCC)C=1N(C(=C(N1)Cl)CO)CC1=C(C=CC=C1)Cl (2-n-butyl 4-chloro 1-(2-chlorophenyl)methyl-5-hydroxymethyl-1H-imidazole). Yield: 44.2%. RXN SMILES: [CH2:1]([C:5]1[N:6]([CH2:12][C:13]2[CH:18]=[CH:17][CH:16]=[CH:15][C:14]=2[Cl:19])[C:7]([CH2:10][OH:11])=[CH:8][N:9]=1)[CH2:2][CH2:3][CH3:4].[Cl:20]N1C(=O)CCC1=O>O1CCCC1>[CH2:1]([C:5]1[N:6]([CH2:12][C:13]2[CH:18]=[CH:17][CH:16]=[CH:15][C:14]=2[Cl:19])[C:7]([CH2:10][OH:11])=[C:8]([Cl:20])[N:9]=1)[CH2:2][CH2:3][CH3:4]. Procedure details: A solution of 2-n-butyl-1-(2-chlorophenyl)methyl-5-hydroxymethyl-1H-imidazole (Example 3(i) Method A) (10.2 g. 0.0368 mol) in tetrahydrofuran (100 ml) was treated portionwise with N-chlorosuccinimide (NCS) (4.92 g, 0.0368 mol) and stirred at 45° C. for a total of 3 hours after the addition of the NCS. The tetrahydrofuran was evaporated and the residue was partitioned between water and ethyl acetate. The organic extracts were washed with water, dried and concentrated to the residual product that ... Starting materials: ClC=1N=CC=2CN=C(C3=C(C2N1)C=CC(=C3)Cl)C3=C(C=CC=C3)F (2,9-dichloro-7-(2-fluorophenyl)-5H-pyrimido[5,4-d][2]benzazepine), C[O-].[Na+] (sodium methoxide). Solvent: CO (methanol). Run at time 18 hour. The product is ClC1=CC2=C(C3=C(CN=C2C2=C(C=CC=C2)F)C=NC(=N3)OC)C=C1 (9-chloro-2-methoxy-7-(2-fluorophenyl)-5H-pyrimido[5,4-d][2]benzazepine). As a reaction SMILES: Cl[C:2]1[N:3]=[CH:4][C:5]2[CH2:6][N:7]=[C:8]([C:18]3[CH:23]=[CH:22][CH:21]=[CH:20][C:19]=3[F:24])[C:9]3[CH:16]=[C:15]([Cl:17])[CH:14]=[CH:13][C:10]=3[C:11]=2[N:12]=1.[CH3:25][O-:26].[Na+]>CO>[Cl:17][C:15]1[CH:14]=[CH:13][C:10]2[C:11]3[N:12]=[C:2]([O:26][CH3:25])[N:3]=[CH:4][C:5]=3[CH2:6][N:7]=[C:8]([C:18]3[CH:23]=[CH:22][CH:21]=[CH:20][C:19]=3[F:24])[C:9]=2[CH:16]=1 |f:1.2|. Reported procedure: To 25 ml of methanol was added 1.0 g (0.00279 mol) of 2,9-dichloro-7-(2-fluorophenyl)-5H-pyrimido[5,4-d][2]benzazepine and 0.18 g (0.00335 mol) of sodium methoxide. The reaction was stirred for 18 hr, and evaporated to dryness. The solid was dissolved in 50 ml of dichloromethane and washed with 40 ml of water, dried and evaporated to dryness. The oil was crystallized and recrystallized from ether/petrol and then from ether to give the end product as white prisms, mp 137°-141°.